Dataset: the Open Reaction Database (ORD), a public repository of structured organic reaction records. Task: describe an organic reaction: reactants, conditions, products, and yield The reactants are ClCCC(=O)N1C2=C(CCC3=C1C=CC=C3)C=CC=C2 (3-chloro-1-(10,11-dihydro-5H-dibenz[b,f]azepin-5-yl)-1-propanone), [BH4-].[Na+] (sodium borohydride), [BH4-].[Na+] (sodium borohydride), borontrifluoride diethyl, C(C)(=O)O (acetic acid), O (Water). Solvent: O1CCCC1 (tetrahydrofuran). Run at time 8 hour. Yields the product ClCCCN1C2=C(CCC3=C1C=CC=C3)C=CC=C2 (5-(3-chloropropyl)-10,11-dihydro-5H-dibenz[b,f]azepine). Yield: 38.3%. As a reaction SMILES: [Cl:1][CH2:2][CH2:3][C:4]([N:6]1[C:12]2[CH:13]=[CH:14][CH:15]=[CH:16][C:11]=2[CH2:10][CH2:9][C:8]2[CH:17]=[CH:18][CH:19]=[CH:20][C:7]1=2)=O.[BH4-].[Na+].C(O)(=O)C.O>O1CCCC1>[Cl:1][CH2:2][CH2:3][CH2:4][N:6]1[C:12]2[CH:13]=[CH:14][CH:15]=[CH:16][C:11]=2[CH2:10][CH2:9][C:8]2[CH:17]=[CH:18][CH:19]=[CH:20][C:7]1=2 |f:1.2|. Procedure details: To a solution of 3-chloro-1-(10,11-dihydro-5H-dibenz[b,f]azepin-5-yl)-1-propanone (14.0 g, 0.044 mol) in tetrahydrofuran (150 ml) at 0° C., sodium borohydride (6.66 g, 0.176 mol) was added, followed by dropwise addition of glacial acetic acid (10.0 ml). The resulting mixture was stirred at room temperature overnight and then heated at reflux temperature for 2 h. More sodium borohydride (6.50 g, 172 mmol) and then borontrifluoride diethyl etherate (20.0 ml, 0.163 mol) were added and heating at re... Starting materials: CCO, CN(CCCN1C(=O)c2ccccc2C1=O)CCOc1cc(F)cc(F)c1, NN, O. Yields the product CN(CCCN)CCOc1cc(F)cc(F)c1. As a reaction SMILES: [CH3:31][CH2:32][OH:33].[F:1][c:2]1[cH:3][c:4]([O:5][CH2:6][CH2:7][N:8]([CH2:9][CH2:10][CH2:11][N:12]2[C:13](=[O:14])[c:15]3[c:16]([cH:17][cH:18][cH:19][cH:20]3)[C:21]2=[O:22])[CH3:23])[cH:24][c:25]([F:27])[cH:26]1.[NH2:29][NH2:30].[OH2:28]>>[F:1][c:2]1[cH:3][c:4]([O:5][CH2:6][CH2:7][N:8]([CH2:9][CH2:10][CH2:11][NH2:12])[CH3:23])[cH:24][c:25]([F:27])[cH:26]1. Starting materials: ClC1=CC(=C(C=C1)N)N (4-chloro-1,2-phenylenediamine), C(C(=O)OCC)(=O)OCC (diethyl oxalate). Yields the product OC1=NC2=CC=C(C=C2N=C1O)Cl (2,3-dihydroxy-6-chloroquinoxaline). Procedure: A mixture consisting of 100 g. (0.07 mole) of 4-chloro-1,2-phenylenediamine and 750 ml. of diethyl oxalate was refluxed overnight and for a period of approximately 16 hours. Upon completion of this step, the reaction mixture was cooled to room temperature (~20° C.), filtered and the recovered product subsequently washed with ethanol and air-dried to constant weight to ultimately afford 140 g. of pure 2,3-dihydroxy-6-chloroquinoxaline, m.p.>260° C. As a reaction SMILES: [Cl:1][C:2]1[CH:7]=[CH:6][C:5]([NH2:8])=[C:4]([NH2:9])[CH:3]=1.[C:10](OCC)(=[O:16])[C:11](OCC)=[O:12]>>[OH:12][C:11]1[C:10]([OH:16])=[N:9][C:4]2[C:5](=[CH:6][CH:7]=[C:2]([Cl:1])[CH:3]=2)[N:8]=1. Starting materials: CN(C)C=O, Fc1cccc2[nH]ccc12, [H-], CI, [Na+]. Product: Cn1ccc2c(F)cccc21. Reaction SMILES: [CH3:15][N:16]([CH3:17])[CH:18]=[O:19].[F:1][c:2]1[c:3]2[cH:4][cH:5][nH:6][c:7]2[cH:8][cH:9][cH:10]1.[H-:11].[I:13][CH3:14].[Na+:12]>>[F:1][c:2]1[c:3]2[cH:4][cH:5][n:6]([CH3:14])[c:7]2[cH:8][cH:9][cH:10]1.